From a dataset of the Open Reaction Database (ORD), a public repository of structured organic reaction records. describe an organic reaction: reactants, conditions, products, and yield Reactants: C(C)(C)(C)C1=CC=C(C=C1)S(=O)(=O)NC1=C(C=C(C=C1)Cl)C(=O)C1=CC(=NC=C1)Cl (4-tert-Butyl-N-[4-chloro-2-(2-chloro-pyridine-4-carbonyl)-phenyl]-benzenesulfonamide), C[S-].[Na+] (sodium thiomethoxide). Run in C1CCOC1 (THF). Reaction conditions: temperature 70 celsius. Product: C(C)(C)(C)C1=CC=C(C=C1)S(=O)(=O)NC1=C(C=C(C=C1)Cl)C(=O)C1=CC(=NC=C1)SC (4-tert-Butyl-N-[4-chloro-2-(2-methylsulfanyl-pyridine4-carbonyl)-phenyl]-benzenesulfonamide). Reaction SMILES: [C:1]([C:5]1[CH:10]=[CH:9][C:8]([S:11]([NH:14][C:15]2[CH:20]=[CH:19][C:18]([Cl:21])=[CH:17][C:16]=2[C:22]([C:24]2[CH:29]=[CH:28][N:27]=[C:26](Cl)[CH:25]=2)=[O:23])(=[O:13])=[O:12])=[CH:7][CH:6]=1)([CH3:4])([CH3:3])[CH3:2].[CH3:31][S-:32].[Na+]>C1COCC1>[C:1]([C:5]1[CH:10]=[CH:9][C:8]([S:11]([NH:14][C:15]2[CH:20]=[CH:19][C:18]([Cl:21])=[CH:17][C:16]=2[C:22]([C:24]2[CH:29]=[CH:28][N:27]=[C:26]([S:32][CH3:31])[CH:25]=2)=[O:23])(=[O:13])=[O:12])=[CH:7][CH:6]=1)([CH3:4])([CH3:3])[CH3:2] |f:1.2|. Reported procedure: 4-tert-Butyl-N-[4-chloro-2-(2-chloro-pyridine-4-carbonyl)-phenyl]-benzenesulfonamide (475 mg, 1.0 mmol) was dissolved in 10 mL dry THF and treated with solid sodium thiomethoxide (355 mg, 5 mmol) and the mixture heated at 70° C. for 16 h. The solvent was concentrated to about 2 mL and added to 5 mL cold 1M HCl. The light yellow solid precipitate was collected by filtration and product was purified by HPLC. 1H-NMR (400 MHz, CDCl3): δ 1.26 (s, 9H), 2.61 (s, 3H), 6.86 (d, 1H, J=5.2 Hz), 7.18 (s, 1H... The reactants are Cl (hydrochloric acid), [H][H] (hydrogen), C(=O)(OCC1=CC=CC=C1)N1CCC(CC1)N1C(N(CC1)CCOC1OCCCC1)=O (1-(1-carbobenzoxy-4-piperidyl)-3-[2(2-tetrahydropyranyloxy)-ethyl]-imidazolidin-2-one). The reagents and catalysts are [Pd] (palladium-on-charcoal). Run in CO (methanol). Product: OCCN1C(N(CC1)C1CCNCC1)=O (3-(2-hydroxyethyl)-1-(4-piperidyl)-imidazolidin-2-one). Reaction SMILES: C([N:11]1[CH2:16][CH2:15][CH:14]([N:17]2[CH2:21][CH2:20][N:19]([CH2:22][CH2:23][O:24]C3CCCCO3)[C:18]2=[O:31])[CH2:13][CH2:12]1)(OCC1C=CC=CC=1)=O.Cl.[H][H]>CO.[Pd]>[OH:24][CH2:23][CH2:22][N:19]1[CH2:20][CH2:21][N:17]([CH:14]2[CH2:13][CH2:12][NH:11][CH2:16][CH2:15]2)[C:18]1=[O:31]. Reported procedure: A solution of 59.7 g of 1-(1-carbobenzoxy-4-piperidyl)-3-[2(2-tetrahydropyranyloxy)-ethyl]-imidazolidin-2-one in 1,200 ml of absolute methanol is hydrogenated at room temperature and normal pressure with the addition of 1 mol equivalent of hydrochloric acid and 6 g of palladium-on-charcoal catalyst until 2 mol equivalents of hydrogen have been taken up. The catalyst is then filtered off and the filtrate is evaporated under reduced pressure. The residue is freed from moisture which is still adher... Reaction SMILES: [C:1]([CH3:2])([CH3:3])([CH3:4])[O:5][C:6](=[O:7])[N:8]1[CH2:9][CH2:10][C:11]2([O:12][c:13]3[cH:14][c:15]([Br:22])[cH:16][cH:17][c:18]3[C:19](=[O:21])[CH2:20]2)[CH2:23][CH2:24]1.[C:25]([CH:26]=[CH2:27])(=[O:28])[O:29][CH3:30].[CH3:31][O:32][C:33](=[O:34])[CH:35]=[CH:36][c:37]1[cH:38][c:39]2[c:40]([cH:41][cH:42]1)[O:43][C:44]1([CH2:45][CH2:46][NH:47][CH2:48][CH2:49]1)[CH2:50][C:51]2=[O:52]>>[C:1]([CH3:2])([CH3:3])([CH3:4])[O:5][C:6](=[O:7])[N:8]1[CH2:9][CH2:10][C:11]2([O:12][c:13]3[cH:14][c:15]([CH:27]=[CH:26][C:25](=[O:28])[O:29][CH3:30])[cH:16][cH:17][c:18]3[C:19](=[O:21])[CH2:20]2)[CH2:23][CH2:24]1. Yields the product COC(=O)C=Cc1ccc2c(c1)OC1(CCN(C(=O)OC(C)(C)C)CC1)CC2=O. The reactants are CC(C)(C)OC(=O)N1CCC2(CC1)CC(=O)c1ccc(Br)cc1O2, C=CC(=O)OC, COC(=O)C=Cc1ccc2c(c1)C(=O)CC1(CCNCC1)O2. Yields the product C1(=CC=CC=C1)S(=O)(=O)N1C=C(C2=CC(=CC=C12)OC)CCNC(=O)OC(C)(C)C (1-(benzenesulphonyl)-3-[2-(tert-butyloxycarbonylamino)ethyl]-5-methoxy-1H-indole). The reactants are C(C)(C)(C)OC(=O)NCCC1=CNC2=CC=C(C=C12)OC (3-[2-(tert-butyloxycarbonylamino)ethyl]-5-methoxy-1H-indole), C1(=CC=CC=C1)S(=O)(=O)Cl (Benzenesulphonyl chloride). Run at time 10 minute. RXN SMILES: [C:1]([O:5][C:6]([NH:8][CH2:9][CH2:10][C:11]1[C:19]2[C:14](=[CH:15][CH:16]=[C:17]([O:20][CH3:21])[CH:18]=2)[NH:13][CH:12]=1)=[O:7])([CH3:4])([CH3:3])[CH3:2].[C:22]1([S:28](Cl)(=[O:30])=[O:29])[CH:27]=[CH:26][CH:25]=[CH:24][CH:23]=1>ClCCl.[OH-].[Na+].S([O-])(O)(=O)=O.C([N+](CCCC)(CCCC)CCCC)CCC.C(OCC)C>[C:22]1([S:28]([N:13]2[C:14]3[C:19](=[CH:18][C:17]([O:20][CH3:21])=[CH:16][CH:15]=3)[C:11]([CH2:10][CH2:9][NH:8][C:6]([O:5][C:1]([CH3:3])([CH3:4])[CH3:2])=[O:7])=[CH:12]2)(=[O:30])=[O:29])[CH:27]=[CH:26][CH:25]=[CH:24][CH:23]=1 |f:3.4,5.6|. Yield: 95.0%. Reported procedure: To a stirred two-phase mixture of a solution of the above 3-[2-(tert-butyloxycarbonylamino)ethyl]-5-methoxy-1H-indole in dichloromethane (200 ml) and 50% aqueous sodium hydroxide (50 ml) was added tetrabutylammonium hydrogen sulphate (611 mg, 1.8 mmol) and the mixture was stirred for 10 minutes. Benzenesulphonyl chloride (3.52 ml, 27.6 mmol) was added dropwise uia syringe and the mixture was vigorously stirred for 30 minutes. The mixture was diluted with diethyl ether (500 ml), washed with water... The reagents and catalysts are S(=O)(=O)(O)[O-].C(CCC)[N+](CCCC)(CCCC)CCCC (tetrabutylammonium hydrogen sulphate). Run in ClCCl (dichloromethane), [OH-].[Na+] (sodium hydroxide), C(C)OCC (diethyl ether). Reactants: [BH4-], Cn1nnnc1SCC1=NCCc2cc(OCc3ccccc3)c(OCc3ccccc3)cc21, CO, [Na+]. The product is Cn1nnnc1SCC1NCCc2cc(OCc3ccccc3)c(OCc3ccccc3)cc21. Reaction SMILES: [BH4-:35].[CH3:1][n:2]1[n:3][n:4][n:5][c:6]1[S:7][CH2:8][C:9]1=[N:10][CH2:11][CH2:12][c:13]2[cH:14][c:15]([O:27][CH2:28][c:29]3[cH:30][cH:31][cH:32][cH:33][cH:34]3)[c:16]([O:19][CH2:20][c:21]3[cH:22][cH:23][cH:24][cH:25][cH:26]3)[cH:17][c:18]21.[CH3:37][OH:38].[Na+:36]>>[CH3:1][n:2]1[n:3][n:4][n:5][c:6]1[S:7][CH2:8][CH:9]1[NH:10][CH2:11][CH2:12][c:13]2[cH:14][c:15]([O:27][CH2:28][c:29]3[cH:30][cH:31][cH:32][cH:33][cH:34]3)[c:16]([O:19][CH2:20][c:21]3[cH:22][cH:23][cH:24][cH:25][cH:26]3)[cH:17][c:18]21. Reactants: BrC=1C=C(C=2NC3=CC(=CC=C3C2C1)N1CCOCC1)C(=O)N (3-Bromo-7-morpholino-9H-carbazole-1-carboxamide), C1(=CC=CC=C1)B(O)O (phenylboronic acid), C(=O)([O-])[O-].[Na+].[Na+] (Na2CO3). Reagents/catalysts: C1=CC=C(C=C1)P([C-]2C=CC=C2)C3=CC=CC=C3.C1=CC=C(C=C1)P([C-]2C=CC=C2)C3=CC=CC=C3.Cl[Pd]Cl.[Fe+2].C(Cl)Cl (PdCl2(dppf) CH2Cl2). The solvent is COCCOC (DME). Run at temperature 105 celsius. The product is O1CCN(CC1)C1=CC=C2C=3C=C(C=C(C3NC2=C1)C(=O)N)C1=CC=CC=C1 (7-morpholino-3-phenyl-9H-carbazole-1-carboxamide). Reaction SMILES: Br[C:2]1[CH:3]=[C:4]([C:21]([NH2:23])=[O:22])[C:5]2[NH:6][C:7]3[C:12]([C:13]=2[CH:14]=1)=[CH:11][CH:10]=[C:9]([N:15]1[CH2:20][CH2:19][O:18][CH2:17][CH2:16]1)[CH:8]=3.[C:24]1(B(O)O)[CH:29]=[CH:28][CH:27]=[CH:26][CH:25]=1.C([O-])([O-])=O.[Na+].[Na+]>C1C=CC(P(C2C=CC=CC=2)[C-]2C=CC=C2)=CC=1.C1C=CC(P(C2C=CC=CC=2)[C-]2C=CC=C2)=CC=1.Cl[Pd]Cl.[Fe+2].C(Cl)Cl.COCCOC>[O:18]1[CH2:19][CH2:20][N:15]([C:9]2[CH:8]=[C:7]3[C:12]([C:13]4[CH:14]=[C:2]([C:24]5[CH:29]=[CH:28][CH:27]=[CH:26][CH:25]=5)[CH:3]=[C:4]([C:21]([NH2:23])=[O:22])[C:5]=4[NH:6]3)=[CH:11][CH:10]=2)[CH2:16][CH2:17]1 |f:2.3.4,5.6.7.8.9|. Procedure: 3-Bromo-7-morpholino-9H-carbazole-1-carboxamide (34 mg, 0.091 mmol), phenylboronic acid (22.16 mg, 0.182 mmol), PdCl2(dppf)-CH2Cl2 adduct (7.42 mg, 9.09 μmol), and Na2CO3 (2M) (0.182 mL, 0.363 mmol) were mixed with DME (1 mL) in a sealed microwave vial. The mixture was flushed with N2 and heated at 105° C. in an oil bath for 1.5 hrs. The mixture was purified using preparative HPLC to give titled product. MS (ESI) m/z 372.13 (M+H)+. 1H NMR (DMSO-d6) δ ppm 11.12 (s, 1H), 8.47 (s, 1H), 8.30 (s, 1H)... The product is C(C1=CC=CC=C1)OC1=NC=CN=C1CC1=CC=C(C=C1)OC (2-benzyloxy-3-(4-methoxybenzyl)pyrazine). Reaction conditions: temperature 120 celsius. As a reaction SMILES: Cl[C:2]1[C:7]([CH:8]([C:10]2[CH:15]=[CH:14][C:13]([O:16][CH3:17])=[CH:12][CH:11]=2)O)=[N:6][CH:5]=[CH:4][N:3]=1.[OH-].[Na+].C(=O)([O-])[O-].[K+].[K+].[CH2:26]([OH:33])[C:27]1[CH:32]=[CH:31][CH:30]=[CH:29][CH:28]=1.COCCOCCN(CCOCCOC)CCOCCOC>C1(C)C=CC=CC=1.O>[CH2:26]([O:33][C:2]1[C:7]([CH2:8][C:10]2[CH:15]=[CH:14][C:13]([O:16][CH3:17])=[CH:12][CH:11]=2)=[N:6][CH:5]=[CH:4][N:3]=1)[C:27]1[CH:32]=[CH:31][CH:30]=[CH:29][CH:28]=1 |f:1.2,3.4.5|. Starting materials: ClC1=NC=CN=C1C(O)C1=CC=C(C=C1)OC (2-chloropyrazin-3-yl 4-methoxyphenyl methanol), [OH-].[Na+] (sodium hydroxide), C([O-])([O-])=O.[K+].[K+] (potassium carbonate), C(C1=CC=CC=C1)O (benzyl alcohol), COCCOCCN(CCOCCOC)CCOCCOC (tris-[2-(2-methoxyethoxy)ethyl]amine). Procedure: To a solution of n-butyllithium (1.57 mol/L solution in tetrahydrofuran, 2.0 mL) in tetrahydrofuran (23 mL) was added 2,2,6,6-tetramethylpyridine (0.57 mL) at −78° C. The temperature was raised to 0° C., and the mixture was stirred for 30 minutes. After the reaction mixture was cooled to −78° C., 2-chloropyrazine (0.22 mL) was added to the reaction mixture, and the mixture was stirred for 1 hour at the same temperature. To the reaction mixture was added 4-methoxybezaldehyde (0.35 mL), and the mi... Solvent: C1(=CC=CC=C1)C (toluene), O (water). Starting materials: O=C([O-])[O-], COS(=O)(=O)OC, CN(C)C=O, Cc1cccc2c(C(F)(F)F)c(O)ccc12, [K+], [K+]. Reaction SMILES: [C:24](=[O:25])([O-:26])[O-:27].[CH3:1][O:2][S:3]([O:4][CH3:5])(=[O:6])=[O:7].[CH3:30][N:31]([CH3:32])[CH:33]=[O:34].[CH3:8][c:9]1[c:10]2[cH:11][cH:12][c:13]([OH:23])[c:14]([C:19]([F:20])([F:21])[F:22])[c:15]2[cH:16][cH:17][cH:18]1.[K+:28].[K+:29]>>[CH3:1][O:23][c:13]1[cH:12][cH:11][c:10]2[c:9]([CH3:8])[cH:18][cH:17][cH:16][c:15]2[c:14]1[C:19]([F:20])([F:21])[F:22]. Product: COc1ccc2c(C)cccc2c1C(F)(F)F. Reactants: CC(=O)O[BH-](OC(C)=O)OC(C)=O, O=C([O-])O, CC(C)(C)OC(=O)N(c1cscn1)S(=O)(=O)c1cc(F)c(Oc2ccc(Cl)cc2-c2ccnc(C=O)c2)cc1F, ClCCl, Cl, C1CNC1, [Na+], [Na+]. Product: CC(C)(C)OC(=O)N(c1cscn1)S(=O)(=O)c1cc(F)c(Oc2ccc(Cl)cc2-c2ccnc(CN3CCC3)c2)cc1F. RXN SMILES: [C:46]([O:47][BH-:48]([O:49][C:50](=[O:51])[CH3:52])[O:53][C:54](=[O:55])[CH3:56])(=[O:57])[CH3:58].[C:60](=[O:61])([OH:62])[O-:63].[Cl:1][c:2]1[cH:3][c:4](-[c:33]2[cH:34][c:35]([CH:39]=[O:40])[n:36][cH:37][cH:38]2)[c:5]([O:6][c:7]2[cH:8][c:9]([F:30])[c:10]([S:14](=[O:15])(=[O:16])[N:17]([C:18]([O:19][C:20]([CH3:21])([CH3:22])[CH3:23])=[O:24])[c:25]3[n:26][cH:27][s:28][cH:29]3)[cH:11][c:12]2[F:13])[cH:31][cH:32]1.[Cl:65][CH2:66][Cl:67].[ClH:41].[NH:42]1[CH2:43][CH2:44][CH2:45]1.[Na+:59].[Na+:64]>>[Cl:1][c:2]1[cH:3][c:4](-[c:33]2[cH:34][c:35]([CH2:39][N:42]3[CH2:43][CH2:44][CH2:45]3)[n:36][cH:37][cH:38]2)[c:5]([O:6][c:7]2[cH:8][c:9]([F:30])[c:10]([S:14](=[O:15])(=[O:16])[N:17]([C:18]([O:19][C:20]([CH3:21])([CH3:22])[CH3:23])=[O:24])[c:25]3[n:26][cH:27][s:28][cH:29]3)[cH:11][c:12]2[F:13])[cH:31][cH:32]1.